describe an organic reaction: reactants, conditions, products, and yield From a dataset of the Open Reaction Database (ORD), a public repository of structured organic reaction records. Reactants: CC(C)([O-])C.[K+] (potassium tertiary butoxide), CC(C(=O)[O-])(C(=O)[O-])C (dimethylmalonate), ClC=1N=CC=2CN=C(C3=C(C2N1)C=CC(=C3)Cl)C3=C(C=CC=C3)F (2,9-dichloro-7-(2-fluorophenyl)-5H-pyrimido[5,4-d][2]benzazepine), Cl (hydrochloric acid). Run at time 15 minute. Yields the product C(C)OC(CC=1N=CC=2CN=C(C3=C(C2N1)C=CC(=C3)Cl)C3=C(C=CC=C3)F)=O (9-Chloro-7-(2-fluorophenyl)-5H-pyrimido[5,4-d][2]benzazepine-2-acetic acid ethyl ester). RXN SMILES: [CH3:1][C:2](C)([O-])C.[K+].Cl[C:8]1[N:9]=[CH:10][C:11]2[CH2:12][N:13]=[C:14]([C:24]3[CH:29]=[CH:28][CH:27]=[CH:26][C:25]=3[F:30])[C:15]3[CH:22]=[C:21]([Cl:23])[CH:20]=[CH:19][C:16]=3[C:17]=2[N:18]=1.Cl.C[C:33](C)([C:37]([O-:39])=[O:38])C([O-])=O>>[CH2:1]([O:39][C:37](=[O:38])[CH2:33][C:8]1[N:9]=[CH:10][C:11]2[CH2:12][N:13]=[C:14]([C:24]3[CH:29]=[CH:28][CH:27]=[CH:26][C:25]=3[F:30])[C:15]3[CH:22]=[C:21]([Cl:23])[CH:20]=[CH:19][C:16]=3[C:17]=2[N:18]=1)[CH3:2] |f:0.1|. Reported procedure: To 20 ml of dimethylmalonate was added 1.9 g (16.8 mmol) of potassium tertiary butoxide with stirring under nitrogen, and after 15 min, 2.0 g (5.59 mmol) of 2,9-dichloro-7-(2-fluorophenyl)-5H-pyrimido[5,4-d][2]benzazepine was added. The reaction was kept at 110° C. for 2 hr and 140° C. for 4 hr. Ice was added to the reaction mixture which was then acidified with concentrated hydrochloric acid, and extracted with 100 ml of ether. The ether layer was extracted with 25 ml of 3N hydrochloric acid, a... Reactants: ClC1=C(C(=CC=C1)Cl)C=1SC=2C(NC=CC2N1)=O (2-(2,6-dichlorophenyl)thiazolo[5,4-c]pyridin-4(5H)-one), P(=O)(Br)(Br)Br (POBr3). Solvent: CC#N (CH3CN). Conditions: temperature 100 celsius. The product is BrC1=NC=CC2=C1SC(=N2)C2=C(C=CC=C2Cl)Cl (4-Bromo-2-(2,6-dichlorophenyl)thiazolo[5,4-c]pyridine). Isolated yield 55.5%. Reaction SMILES: [Cl:1][C:2]1[CH:7]=[CH:6][CH:5]=[C:4]([Cl:8])[C:3]=1[C:9]1[S:10][C:11]2[C:12](=O)[NH:13][CH:14]=[CH:15][C:16]=2[N:17]=1.P(Br)(Br)([Br:21])=O>CC#N>[Br:21][C:12]1[C:11]2[S:10][C:9]([C:3]3[C:2]([Cl:1])=[CH:7][CH:6]=[CH:5][C:4]=3[Cl:8])=[N:17][C:16]=2[CH:15]=[CH:14][N:13]=1. Procedure: To a stirred solution of 2-(2,6-dichlorophenyl)thiazolo[5,4-c]pyridin-4(5H)-one (0.32 g, 1.1 mmol) in CH3CN (50 ml) was added POBr3 (0.918 g, 3.21 mmol). The mixture was heated at 100° C. for 2 hours. The mixture was cooled to room temperature, quenched with ice (200 mL) and extracted with EtOAc (3×20 mL). The combined organic extract was washed with saturated NaHCO3 (100 mL) and brine (100 mL), dried over Na2SO4, and concentrated under reduced pressure. The resultant residue was purified by sil... Starting materials: CN, CO, Cl, [H][H], O=C1CCC2(O)C3Cc4ccc(O)c5c4C2(CCN3CC2CC2)C1O5, O=[Pt]. Yields the product CNC1CCC2(O)C3Cc4ccc(O)c5c4C2(CCN3CC2CC2)C1O5. Reaction SMILES: [CH3:27][NH2:28].[CH3:31][OH:32].[ClH:26].[H:29][H:30].[OH:1][c:2]1[cH:3][cH:4][c:5]2[c:15]3[c:14]1[O:13][CH:12]1[C:11]34[CH2:10][CH2:9][N:8]([CH2:22][CH:23]3[CH2:24][CH2:25]3)[CH:7]([CH2:6]2)[C:20]4([OH:21])[CH2:19][CH2:18][C:16]1=[O:17].[Pt:33]=[O:34]>>[OH:1][c:2]1[cH:3][cH:4][c:5]2[c:15]3[c:14]1[O:13][CH:12]1[C:11]34[CH2:10][CH2:9][N:8]([CH2:22][CH:23]3[CH2:24][CH2:25]3)[CH:7]([CH2:6]2)[C:20]4([OH:21])[CH2:19][CH2:18][CH:16]1[NH:28][CH3:27].